This data is from the Open Reaction Database (ORD), a public repository of structured organic reaction records. The task is: describe an organic reaction: reactants, conditions, products, and yield The reactants are C(C)(C)(C)OC(=O)N[C@@H](CC(C)C)C(=O)OCCOC1=CC=C(C=C1)C1=C(C(=NC(=C1C#N)N1CCCC1)SCC=1N=C(SC1)C1=CC=C(C=C1)Cl)C#N (2-{4-(2-({(2-(4-chlorophenyl)-1,3-thiazol-4-yl)methyl}sulfanyl)-3,5-dicyano-6-(pyrrolidin-1-yl)pyridin-4-yl)phenoxy}ethyl N-(tert-butoxycarbonyl)-L-leucinate), FC(C(=O)O)(F)F (trifluoroacetic acid). The solvent is ClCCl (dichloromethane). Conditions: time 1 hour. Yields the product FC(C(=O)O)(F)F.N[C@@H](CC(C)C)C(=O)OCCOC1=CC=C(C=C1)C1=C(C(=NC(=C1C#N)N1CCCC1)SCC=1N=C(SC1)C1=CC=C(C=C1)Cl)C#N (2-{4-(2-({(2-(4-Chlorophenyl)-1,3-thiazol-4-yl)methyl}sulfanyl)-3,5-dicyano-6-(pyrrolidin-1-yl)pyridin-4-yl)phenoxy}ethyl L-leucinate trifluoroacetate). RXN SMILES: C(OC([NH:8][C@H:9]([C:14]([O:16][CH2:17][CH2:18][O:19][C:20]1[CH:25]=[CH:24][C:23]([C:26]2[C:31]([C:32]#[N:33])=[C:30]([N:34]3[CH2:38][CH2:37][CH2:36][CH2:35]3)[N:29]=[C:28]([S:39][CH2:40][C:41]3[N:42]=[C:43]([C:46]4[CH:51]=[CH:50][C:49]([Cl:52])=[CH:48][CH:47]=4)[S:44][CH:45]=3)[C:27]=2[C:53]#[N:54])=[CH:22][CH:21]=1)=[O:15])[CH2:10][CH:11]([CH3:13])[CH3:12])=O)(C)(C)C.[F:55][C:56]([F:61])([F:60])[C:57]([OH:59])=[O:58]>ClCCl>[F:55][C:56]([F:61])([F:60])[C:57]([OH:59])=[O:58].[NH2:8][C@H:9]([C:14]([O:16][CH2:17][CH2:18][O:19][C:20]1[CH:21]=[CH:22][C:23]([C:26]2[C:31]([C:32]#[N:33])=[C:30]([N:34]3[CH2:38][CH2:37][CH2:36][CH2:35]3)[N:29]=[C:28]([S:39][CH2:40][C:41]3[N:42]=[C:43]([C:46]4[CH:51]=[CH:50][C:49]([Cl:52])=[CH:48][CH:47]=4)[S:44][CH:45]=3)[C:27]=2[C:53]#[N:54])=[CH:24][CH:25]=1)=[O:15])[CH2:10][CH:11]([CH3:12])[CH3:13] |f:3.4|. Procedure: 1.37 g (1.74 mmol) of 2-{4-(2-({(2-(4-chlorophenyl)-1,3-thiazol-4-yl)methyl}sulfanyl)-3,5-dicyano-6-(pyrrolidin-1-yl)pyridin-4-yl)phenoxy}ethyl N-(tert-butoxycarbonyl)-L-leucinate were initially charged in 15 ml of dichloromethane, and 15.00 ml (194.70 mmol) of trifluoroacetic acid were added. The mixture was stirred at room temperature for 1 h. After removal of the solvent under reduced pressure, the residue was dissolved in 5.00 ml of dichloromethane and 10.00 ml of diethyl ether were added. T... The reactants are CCO, CCOC(=O)c1cc(-n2c(=O)c3c(n(C)c2=O)CCCC3)ccc1Cl, [Na+], [OH-], O. The product is Cn1c2c(c(=O)n(-c3ccc(Cl)c(C(=O)O)c3)c1=O)CCCC2. As a reaction SMILES: [CH3:28][CH2:29][OH:30].[Cl:1][c:2]1[c:3]([C:4](=[O:5])[O:6][CH2:7][CH3:8])[cH:9][c:10](-[n:13]2[c:14](=[O:25])[n:15]([CH3:24])[c:16]3[c:21]([c:22]2=[O:23])[CH2:20][CH2:19][CH2:18][CH2:17]3)[cH:11][cH:12]1.[Na+:27].[OH-:26].[OH2:31]>>[Cl:1][c:2]1[c:3]([C:4](=[O:5])[OH:6])[cH:9][c:10](-[n:13]2[c:14](=[O:25])[n:15]([CH3:24])[c:16]3[c:21]([c:22]2=[O:23])[CH2:20][CH2:19][CH2:18][CH2:17]3)[cH:11][cH:12]1. Reactants: NC[C@@H]1[C@H]2C[C@H]2CN1C(=O)C=1N=C(SC1C=1C=C(C=CC1)C)C (((1S,2S,5R)-2-Aminomethyl-3-aza-bicyclo[3.1.0]hex-3-yl)-(2-methyl-5-m-tolyl-thiazol-4-yl)-methanone), CN1C(COC2=C1C=CC=C2C(=O)O)=O (4-Methyl-3-oxo-3,4-dihydro-2H-benzo[1,4]oxazine-8-carboxylic acid). Product: CC=1SC(=C(N1)C(=O)N1[C@@H]([C@H]2C[C@H]2C1)CNC(=O)C1=CC=CC=2N(C(COC21)=O)C)C=2C=C(C=CC2)C (4-Methyl-3-oxo-3,4-dihydro-2H-benzo[1,4]oxazine-8-carboxylic Acid[(1S,2S,5R)-3-(2-methyl-5-m-tolyl-thiazole-4-carbonyl)-3-aza-bicyclo[3.1.0]hex-2-ylmethyl]-amide). Reaction SMILES: [NH2:1][CH2:2][C@H:3]1[N:8]([C:9]([C:11]2[N:12]=[C:13]([CH3:23])[S:14][C:15]=2[C:16]2[CH:17]=[C:18]([CH3:22])[CH:19]=[CH:20][CH:21]=2)=[O:10])[CH2:7][C@H:6]2[C@@H:4]1[CH2:5]2.[CH3:24][N:25]1[C:30]2[CH:31]=[CH:32][CH:33]=[C:34]([C:35](O)=[O:36])[C:29]=2[O:28][CH2:27][C:26]1=[O:38]>>[CH3:23][C:13]1[S:14][C:15]([C:16]2[CH:17]=[C:18]([CH3:22])[CH:19]=[CH:20][CH:21]=2)=[C:11]([C:9]([N:8]2[CH2:7][C@H:6]3[C@H:4]([CH2:5]3)[C@H:3]2[CH2:2][NH:1][C:35]([C:34]2[C:29]3[O:28][CH2:27][C:26](=[O:38])[N:25]([CH3:24])[C:30]=3[CH:31]=[CH:32][CH:33]=2)=[O:36])=[O:10])[N:12]=1. Reported procedure: prepared by reaction of ((1S,2S,5R)-2-Aminomethyl-3-aza-bicyclo[3.1.0]hex-3-yl)-(2-methyl-5-m-tolyl-thiazol-4-yl)-methanone with 4-Methyl-3-oxo-3,4-dihydro-2H-benzo[1,4]oxazine-8-carboxylic acid. LC-MS (basic): tR=0.83 min; [M+H]+=517.1.